From a dataset of the Open Reaction Database (ORD), a public repository of structured organic reaction records. describe an organic reaction: reactants, conditions, products, and yield Reactants: CC=1SC(=C2C1CN(C2)S(=O)(=O)C2=CC=C(C)C=C2)C (1,3-dimethyl-5-tosyl-5,6-dihydro-4H-thieno [3,4-c]pyrrole), solution, [H-].COCCO[Al+]OCCOC.[Na+].[H-] (sodium bis(2-methoxyethoxy)aluminium hydride), [OH-].[Na+] (sodium hydroxide). Solvent: C1(=CC=CC=C1)C (toluene), C1(=CC=CC=C1)C (toluene), C1(=CC=CC=C1)C (toluene). Yields the product CC=1SC(=C2C1CNC2)C (1,3-Dimethyl-5,6-dihydro-4H-thieno[3,4-c]pyrrole). The yield is 67.9%. Reaction SMILES: [H-].COCCO[Al+]OCCOC.[Na+].[H-].[CH3:15][C:16]1[S:17][C:18]([CH3:34])=[C:19]2[CH2:23][N:22](S(C3C=CC(C)=CC=3)(=O)=O)[CH2:21][C:20]=12.[OH-].[Na+]>C1(C)C=CC=CC=1>[CH3:15][C:16]1[S:17][C:18]([CH3:34])=[C:19]2[CH2:23][NH:22][CH2:21][C:20]=12 |f:0.1.2.3,5.6|. Procedure: A mixture of 38 ml of a 3.4M solution of sodium bis(2-methoxyethoxy)aluminium hydride in toluene and 10 ml of dry toluene is added, at room temperature, to a suspension of 9.1 g (0.03 mol) of 1,3-dimethyl-5-tosyl-5,6-dihydro-4H-thieno [3,4-c]pyrrole in 42 ml of dry toluene. The mixture is then heated at reflux for 2 h 30 min, cooled to room temperature, and poured into 400 ml of 1N sodium hydroxide. The organic phase is washed with 3 times 50 ml of water and extracted with a 0.5N hydrochloric ac...